This data is from the Open Reaction Database (ORD), a public repository of structured organic reaction records. The task is: describe an organic reaction: reactants, conditions, products, and yield Starting materials: C1=CC(=CC(=C1)S(=O)(=O)[O-])P(C2=CC(=CC=C2)S(=O)(=O)[O-])C3=CC(=CC=C3)S(=O)(=O)[O-].[Na+].[Na+].[Na+].O (TPPTS H2O), ClC1=C(C#N)C=CC=C1 (2-chlorobenzonitrile), C1(=CC=C(C=C1)B(O)O)C (p-tolueneboronic acid), C([O-])([O-])=O.[Na+].[Na+] (sodium carbonate). The reagents and catalysts are C(C)(=O)[O-].[Pd+2].C(C)(=O)[O-] (palladium acetate). Run in CS(=O)C (DMSO), CC=1C=CC(=CC1)C (p-xylene), glycol, O (water). Yields the product C(#N)C1=C(C=CC=C1)C1=CC=C(C=C1)C (2-cyano-4'-methylbiphenyl). Yield: 89.8%. RXN SMILES: Cl[C:2]1[CH:9]=[CH:8][CH:7]=[CH:6][C:3]=1[C:4]#[N:5].[C:10]1([CH3:19])[CH:15]=[CH:14][C:13](B(O)O)=[CH:12][CH:11]=1.C(=O)([O-])[O-].[Na+].[Na+].C1C=C(S([O-])(=O)=O)C=C(P(C2C=CC=C(S([O-])(=O)=O)C=2)C2C=CC=C(S([O-])(=O)=O)C=2)C=1.[Na+].[Na+].[Na+].O>CC1C=CC(C)=CC=1.O.CS(C)=O.C([O-])(=O)C.[Pd+2].C([O-])(=O)C>[C:4]([C:3]1[CH:6]=[CH:7][CH:8]=[CH:9][C:2]=1[C:13]1[CH:14]=[CH:15][C:10]([CH3:19])=[CH:11][CH:12]=1)#[N:5] |f:2.3.4,5.6.7.8.9,13.14.15|. Procedure details: 15 g of 2-chlorobenzonitrile, 14.8 g of p-tolueneboronic acid and 28.9 g of sodium carbonate in 50 ml of p-xylene, 40 ml of glycol and 10 ml of water were heated to 120° C. At 80° C., a mixture of 24.7 mg of palladium acetate and 0.55 ml of TPPTS/H2O solution (0.6 molar) in 2.5 ml of DMSO was added. After the reaction was complete, the phases were separated. The aqueous phase was washed with 50 ml of toluene. The combined organic phases were washed with 20 ml of water and subsequently dried over...